Dataset: the Open Reaction Database (ORD), a public repository of structured organic reaction records. Task: describe an organic reaction: reactants, conditions, products, and yield Starting materials: C(=O)([O-])[O-].[Cs+].[Cs+] (Cs2CO3), ClC(C(=O)OCC)C(=O)OCC (diethyl chloromalonate), C(C1=CC=CC=C1)OC(NCC=1NC2=CC(=CC=C2C1)O)=O ((6-Hydroxy-1H-indol-2-ylmethyl)-carbamic acid benzyl ester). Run in C(C)(=O)OCC (ethyl acetate), CC(=O)C (acetone). Reaction conditions: time 8 hour. Yields the product C(C)OC(C(C(=O)OCC)OC1=CC=C2C=C(NC2=C1)CN)=O (2-(2-Aminomethyl-1H-indol-6-yloxy)-malonic acid diethyl ester). Reaction SMILES: C(OC(=O)[NH:10][CH2:11][C:12]1[NH:13][C:14]2[C:19]([CH:20]=1)=[CH:18][CH:17]=[C:16]([OH:21])[CH:15]=2)C1C=CC=CC=1.C([O-])([O-])=O.[Cs+].[Cs+].Cl[CH:30]([C:36]([O:38][CH2:39][CH3:40])=[O:37])[C:31]([O:33][CH2:34][CH3:35])=[O:32]>CC(C)=O.C(OCC)(=O)C>[CH2:34]([O:33][C:31](=[O:32])[CH:30]([O:21][C:16]1[CH:15]=[C:14]2[C:19]([CH:20]=[C:12]([CH2:11][NH2:10])[NH:13]2)=[CH:18][CH:17]=1)[C:36]([O:38][CH2:39][CH3:40])=[O:37])[CH3:35] |f:1.2.3|. Procedure details: (6-Hydroxy-1H-indol-2-ylmethyl)-carbamic acid benzyl ester was dissolved in 10 ml acetone, Cs2CO3 and diethyl chloromalonate were added. The reaction is stirred overnight. HPLC and TLC indicated the reaction is done. The mixture was diluted with ethyl acetate and filtered through silica gel plug. The filtrate is concentrated and redissolved in ethanol, hydrogenated for 3 hours at 40 psi of hydrogen. The mixture is filtered, washed with ethyl acetate. The filtrate is concentrated to give 2-(2-Ami... The product is ClC=1C=C2C=CC(=CC2=CC1)S(=O)(=O)N[C@@H]1C(N(CC1)[C@@H](C(=O)N1CC(CCC1)C)C)=O (6-Chloro-N-{(3S)-1-[(1R)-1-methyl-2-(3-methylpiperidin-1-yl)-2-oxoethyl]-2-oxopyrrolidin-3-yl}naphthalene-2-sulfonamide). Run at time 75 minute. Procedure details: To a solution of (2R)-2-((3S)-3-{[(6-chloro-2-naphthyl)sulfonyl]amino}-2-oxopyrrolidin-1-yl)propanoic acid (0.018 g) in DCM (0.5 ml) were added 1-[3-(dimethylamino)propyl]-3-ethylcarbodiimide hydrochloride (0.018 g), HOBT (0.013 g) and triethylamine (0.039 ml) and the mixture was stirred at room temperature for 75 min. 3-Methylpiperidine (0.010 ml) was added and the resultant mixture stirred at room temperature for 48 h. The mixture was partitioned between DCM and saturated sodium bicarbonate so... Reaction SMILES: [Cl:1][C:2]1[CH:3]=[C:4]2[C:9](=[CH:10][CH:11]=1)[CH:8]=[C:7]([S:12]([NH:15][C@H:16]1[CH2:20][CH2:19][N:18]([C@H:21]([CH3:25])[C:22]([OH:24])=O)[C:17]1=[O:26])(=[O:14])=[O:13])[CH:6]=[CH:5]2.Cl.CN(C)CCCN=C=NCC.C1C=CC2N(O)N=NC=2C=1.[CH3:49][CH:50]1[CH2:55][CH2:54][CH2:53][NH:52][CH2:51]1>C(Cl)Cl.C(N(CC)CC)C>[Cl:1][C:2]1[CH:3]=[C:4]2[C:9](=[CH:10][CH:11]=1)[CH:8]=[C:7]([S:12]([NH:15][C@H:16]1[CH2:20][CH2:19][N:18]([C@H:21]([CH3:25])[C:22]([N:52]3[CH2:53][CH2:54][CH2:55][CH:50]([CH3:49])[CH2:51]3)=[O:24])[C:17]1=[O:26])(=[O:14])=[O:13])[CH:6]=[CH:5]2 |f:1.2|. Run in C(Cl)Cl (DCM), C(C)N(CC)CC (triethylamine). The reactants are CC1CNCCC1 (3-Methylpiperidine), resultant mixture, ClC=1C=C2C=CC(=CC2=CC1)S(=O)(=O)N[C@@H]1C(N(CC1)[C@@H](C(=O)O)C)=O ((2R)-2-((3S)-3-{[(6-chloro-2-naphthyl)sulfonyl]amino}-2-oxopyrrolidin-1-yl)propanoic acid), Cl.CN(CCCN=C=NCC)C (1-[3-(dimethylamino)propyl]-3-ethylcarbodiimide hydrochloride), C=1C=CC2=C(C1)N=NN2O (HOBT). The reactants are CCO, ClC(Cl)Cl, Cc1cc2c(cc1CCl)OCO2, [Na+], [OH-], O=C(O)CS. Product: Cc1cc2c(cc1CSCC(=O)O)OCO2. RXN SMILES: [CH3:24][CH2:25][OH:26].[CH:20]([Cl:21])([Cl:22])[Cl:23].[Cl:1][CH2:2][c:3]1[cH:4][c:5]2[c:6]([cH:10][c:11]1[CH3:12])[O:7][CH2:8][O:9]2.[Na+:19].[OH-:18].[SH:13][CH2:14][C:15](=[O:16])[OH:17]>>[CH2:2]([c:3]1[cH:4][c:5]2[c:6]([cH:10][c:11]1[CH3:12])[O:7][CH2:8][O:9]2)[S:13][CH2:14][C:15](=[O:16])[OH:17]. The reactants are BrC1=CC=C(C=C1)C (4-bromotoluene), C(C1=CC=CC=C1)OC1=C(C=C(C=O)C=C1)OC (4-(benzyloxy)-3-methoxybenzaldehyde), C(CCC)[Li] (butyllithium). Reaction SMILES: Br[C:2]1[CH:7]=[CH:6][C:5]([CH3:8])=[CH:4][CH:3]=1.[CH2:9]([O:16][C:17]1[CH:24]=[CH:23][C:20]([CH:21]=[O:22])=[CH:19][C:18]=1[O:25][CH3:26])[C:10]1[CH:15]=[CH:14][CH:13]=[CH:12][CH:11]=1.C([Li])CCC>>[CH2:9]([O:16][C:17]1[CH:24]=[CH:23][C:20]([CH:21]([OH:22])[C:2]2[CH:7]=[CH:6][C:5]([CH3:8])=[CH:4][CH:3]=2)=[CH:19][C:18]=1[O:25][CH3:26])[C:10]1[CH:11]=[CH:12][CH:13]=[CH:14][CH:15]=1. Procedure details: The synthesis is based essentially on the reaction of 4-bromotoluene with 4-(benzyloxy)-3-methoxybenzaldehyde in the presence of butyllithium to give 4-(benzyloxy)-3-methoxy-4'-methylbenzhydrol. By oxidation to 4-(benzyloxy)-3-methoxy-4'-methylbenzophenone and subsequent debenzylation there is obtained 4-hydroxy-3-methoxy-4'-methylbenzophenone. After regioselective nitration to 4-hydroxy-3-methoxy-4'-methyl-5-nitrobenzophenone and subsequent hydrolysis of the methoxy group there is obtained the ... The product is C(C1=CC=CC=C1)OC1=C(C=C(C(C2=CC=C(C=C2)C)O)C=C1)OC (4-(benzyloxy)-3-methoxy-4'-methylbenzhydrol). Reactants: C1(CC1)N1CCC(CC1)C(=N)NO (1-cyclopropyl-N-hydroxypiperidine-4-carboxamidine), C(C)(=O)C1=CC=C(C(=O)Cl)C=C1 (4-acetylbenzoyl chloride). Product: C1(CC1)N1CCC(CC1)C1=NOC(=N1)C1=CC=C(C=C1)C(C)=O (1-{4-[3-(1-Cyclopropylpiperidin-4-yl)[1,2,4]oxadiazol-5-yl]phenyl}ethanone). Reaction SMILES: [CH:1]1([N:4]2[CH2:9][CH2:8][CH:7]([C:10]([NH:12][OH:13])=[NH:11])[CH2:6][CH2:5]2)[CH2:3][CH2:2]1.[C:14]([C:17]1[CH:25]=[CH:24][C:20]([C:21](Cl)=O)=[CH:19][CH:18]=1)(=[O:16])[CH3:15]>>[CH:1]1([N:4]2[CH2:9][CH2:8][CH:7]([C:10]3[N:11]=[C:21]([C:20]4[CH:24]=[CH:25][C:17]([C:14](=[O:16])[CH3:15])=[CH:18][CH:19]=4)[O:13][N:12]=3)[CH2:6][CH2:5]2)[CH2:2][CH2:3]1. Procedure details: The title compound was prepared by a similar procedure to that described in Example 35a, starting from 1-cyclopropyl-N-hydroxypiperidine-4-carboxamidine and 4-acetylbenzoyl chloride. The reactants are CC[SiH](CC)CC, COc1ccc(CN(Cc2ccc(OC)cc2)c2nc(C)nc(-c3cc(C(O)c4cc(Br)ccc4S(=O)(=O)N(C)C)cnc3Nc3ccc(OC)nc3)n2)cc1, ClCCl, O=C(O)C(F)(F)F. The product is COc1ccc(Nc2ncc(C(O)c3cc(Br)ccc3S(=O)(=O)N(C)C)cc2-c2nc(C)nc(N)n2)cn1. Reaction SMILES: [CH2:64]([SiH:65]([CH2:66][CH3:67])[CH2:68][CH3:69])[CH3:70].[CH3:1][O:2][c:3]1[cH:4][cH:5][c:6]([CH2:7][N:8]([c:9]2[n:10][c:11](-[c:16]3[cH:17][c:18]([CH:31]([c:32]4[c:33]([S:39](=[O:40])(=[O:41])[N:42]([CH3:43])[CH3:44])[cH:34][cH:35][c:36]([Br:38])[cH:37]4)[OH:45])[cH:19][n:20][c:21]3[NH:22][c:23]3[cH:24][n:25][c:26]([O:29][CH3:30])[cH:27][cH:28]3)[n:12][c:13]([CH3:15])[n:14]2)[CH2:46][c:47]2[cH:48][cH:49][c:50]([O:51][CH3:52])[cH:53][cH:54]2)[cH:55][cH:56]1.[Cl:71][CH2:72][Cl:73].[F:57][C:58]([F:59])([F:60])[C:61]([OH:62])=[O:63]>>[NH2:8][c:9]1[n:10][c:11](-[c:16]2[cH:17][c:18]([CH:31]([c:32]3[c:33]([S:39](=[O:40])(=[O:41])[N:42]([CH3:43])[CH3:44])[cH:34][cH:35][c:36]([Br:38])[cH:37]3)[OH:45])[cH:19][n:20][c:21]2[NH:22][c:23]2[cH:24][n:25][c:26]([O:29][CH3:30])[cH:27][cH:28]2)[n:12][c:13]([CH3:15])[n:14]1.